The task is: describe an organic reaction: reactants, conditions, products, and yield. This data is from the Open Reaction Database (ORD), a public repository of structured organic reaction records. Starting materials: CN(C)C=O, CCOCCn1c(Cl)nc2ccccc21, [H-], [Na+], CC(C)(C)OC(=O)N1CCC(O)CC1Cc1ccccc1. Yields the product CCOCCn1c(OC2CCN(C(=O)OC(C)(C)C)C(Cc3ccccc3)C2)nc2ccccc21. RXN SMILES: [CH3:39][N:40]([CH3:41])[CH:42]=[O:43].[Cl:24][c:25]1[n:26][c:27]2[c:28]([n:29]1[CH2:30][CH2:31][O:32][CH2:33][CH3:34])[cH:35][cH:36][cH:37][cH:38]2.[H-:22].[Na+:23].[OH:1][CH:2]1[CH2:3][CH:4]([CH2:15][c:16]2[cH:17][cH:18][cH:19][cH:20][cH:21]2)[N:5]([C:8](=[O:9])[O:10][C:11]([CH3:12])([CH3:13])[CH3:14])[CH2:6][CH2:7]1>>[O:1]([CH:2]1[CH2:3][CH:4]([CH2:15][c:16]2[cH:17][cH:18][cH:19][cH:20][cH:21]2)[N:5]([C:8](=[O:9])[O:10][C:11]([CH3:12])([CH3:13])[CH3:14])[CH2:6][CH2:7]1)[c:25]1[n:26][c:27]2[c:28]([n:29]1[CH2:30][CH2:31][O:32][CH2:33][CH3:34])[cH:35][cH:36][cH:37][cH:38]2. Starting materials: CC1=CC(=C(N)C=C1)[N+](=O)[O-] (4-methyl-2-nitroaniline), ClCl (chlorine). Solvent: C(Cl)(Cl)Cl (chloroform), C(Cl)(Cl)Cl (chloroform). Reaction conditions: time 3 day. Yields the product ClC1=C(N)C(=CC(=C1)C)[N+](=O)[O-] (2-Chloro-4-methyl-6-nitroaniline). Isolated yield 25.0%. Reaction SMILES: [CH3:1][C:2]1[CH:8]=[CH:7][C:5]([NH2:6])=[C:4]([N+:9]([O-:11])=[O:10])[CH:3]=1.[Cl:12]Cl>C(Cl)(Cl)Cl>[Cl:12][C:7]1[CH:8]=[C:2]([CH3:1])[CH:3]=[C:4]([N+:9]([O-:11])=[O:10])[C:5]=1[NH2:6]. Reported procedure: To a stirred solution of 4-methyl-2-nitroaniline (19.69 g, 129.4 mM) in chloroform (200 mL) under a nitrogen atmosphere was added dropwise a solution of chlorine (10.15 g, 285.9 mM) in chloroform (100 mL) while maintaining the reaction mixture temperature below 30° C. The reaction mixture was stirred for 3 days and then washed with aqueous sodium bicarbonate. The organic phase was then concentrated and the residue chromatographed (eluant: hexane/diethyl ether; 9/1) over silica gel to provide (6.... The reactants are COC=1C=C(C=CC1OC)C1=CC(N(C(N1)=O)C)=NC1=C(C=C(C=C1C)C)C (3,4-dihydro-6-(3,4-dimethoxyphenyl)-3-methyl-4-(2,4,6-trimethylphenylimino)-2-(1H)pyrimidone), P(=O)(Cl)(Cl)Cl (phosphorus oxychloride). Yields the product ClC1=NC(=CC(N1C)=NC1=C(C=C(C=C1C)C)C)C1=CC(=C(C=C1)OC)OC (2-chloro-3,4-dihydro-6-(3,4-dimethoxyphenyl)-3-methyl-4-(2,4,6-trimethylphenylimino)pyrimidine). As a reaction SMILES: [CH3:1][O:2][C:3]1[CH:4]=[C:5]([C:11]2[NH:16][C:15](=O)[N:14]([CH3:18])[C:13](=[N:19][C:20]3[C:25]([CH3:26])=[CH:24][C:23]([CH3:27])=[CH:22][C:21]=3[CH3:28])[CH:12]=2)[CH:6]=[CH:7][C:8]=1[O:9][CH3:10].P(Cl)(Cl)([Cl:31])=O>>[Cl:31][C:15]1[N:14]([CH3:18])[C:13](=[N:19][C:20]2[C:25]([CH3:26])=[CH:24][C:23]([CH3:27])=[CH:22][C:21]=2[CH3:28])[CH:12]=[C:11]([C:5]2[CH:6]=[CH:7][C:8]([O:9][CH3:10])=[C:3]([O:2][CH3:1])[CH:4]=2)[N:16]=1. Procedure details: To 3,4-dihydro-6-(3,4-dimethoxyphenyl)-3-methyl-4-(2,4,6-trimethylphenylimino)-2-(1H)pyrimidone (5.0 g) was added phosphorus oxychloride (50 ml). The mixture was refluxed for 7 hours and evaporated under reduced pressure. The resulting syrup was triturated in a mixture of ice and water, neutralized with aqueous sodium bicarbonate and extracted with chloroform. The extract was dried and evaporated under reduced pressure. The residue was chromatographed on silica gel using chloroform to give 2-chl... Starting materials: ClC1=NC(=NC(=C1C#N)C1=CC(=CC=C1)Cl)N1CCOCC1 (4-chloro-6-(3-chlorophenyl)-2-morpholinopyrimidine-5-carbonitrile), FC(C=1C(=NC=CC1)N1CCNCC1)(F)F (1-(3-(trifluoromethyl)-pyridin-2-yl)piperazine), C(=O)([O-])[O-].[K+].[K+] (K2CO3). Run in O (water), CC#N (CH3CN). Yields the product ClC=1C=C(C=CC1)C1=NC(=NC(=C1C#N)N1CCN(CC1)C1=NC=CC=C1C(F)(F)F)N1CCOCC1 (4-(3-chlorophenyl)-2-morpholino-6-(4-(3-(trifluoromethyl)pyridin-2-yl)piperazin-1-yl)pyrimidine-5-carbonitrile). Reaction SMILES: Cl[C:2]1[C:7]([C:8]#[N:9])=[C:6]([C:10]2[CH:15]=[CH:14][CH:13]=[C:12]([Cl:16])[CH:11]=2)[N:5]=[C:4]([N:17]2[CH2:22][CH2:21][O:20][CH2:19][CH2:18]2)[N:3]=1.[F:23][C:24]([F:38])([F:37])[C:25]1[C:26]([N:31]2[CH2:36][CH2:35][NH:34][CH2:33][CH2:32]2)=[N:27][CH:28]=[CH:29][CH:30]=1.C([O-])([O-])=O.[K+].[K+]>CC#N.O>[Cl:16][C:12]1[CH:11]=[C:10]([C:6]2[C:7]([C:8]#[N:9])=[C:2]([N:34]3[CH2:35][CH2:36][N:31]([C:26]4[C:25]([C:24]([F:38])([F:23])[F:37])=[CH:30][CH:29]=[CH:28][N:27]=4)[CH2:32][CH2:33]3)[N:3]=[C:4]([N:17]3[CH2:22][CH2:21][O:20][CH2:19][CH2:18]3)[N:5]=2)[CH:15]=[CH:14][CH:13]=1 |f:2.3.4|. Procedure: Dissolve 4-chloro-6-(3-chlorophenyl)-2-morpholinopyrimidine-5-carbonitrile (33.5 mg, 0.1 mmoles) and 1-(3-(trifluoromethyl)-pyridin-2-yl)piperazine (23 mg, 0.1 mmoles) in CH3CN (1.0 mL) under nitrogen atmosphere. Add anhydrous powdered K2CO3 (28 mg, 0.2 mmoles) to this mixture and heat at 80° C. for 24 hours. Cool, dilute with water (5 mL), extract with EtOAc (3×2 mL) and dry over MgSO4. Filter, and concentrate under vacuum to afford crude product Purify by flash column chromatography using 30% ... Reactants: FC(C(=O)N1CCN(CC1)C1=CC(=C(C=C1)O)[N+](=O)[O-])(F)F (4-(1-N-trifluoroacetyl-4-piperazinyl)nitrophenol), CN(C)C=O.CO (DMF MeOH). Reagents/catalysts: [Pd] (Pd/C). The product is FC(C(=O)N1CCN(CC1)C1=CC=C(N)C=C1)(F)F (4-(1-N-trifluoroacetyl-4-piperazinyl)aniline). The yield is 100.0%. As a reaction SMILES: [F:1][C:2]([F:22])([F:21])[C:3]([N:5]1[CH2:10][CH2:9][N:8]([C:11]2[CH:16]=[CH:15][C:14](O)=[C:13]([N+]([O-])=O)[CH:12]=2)[CH2:7][CH2:6]1)=[O:4].C[N:24](C=O)C.CO>[Pd]>[F:1][C:2]([F:22])([F:21])[C:3]([N:5]1[CH2:10][CH2:9][N:8]([C:11]2[CH:16]=[CH:15][C:14]([NH2:24])=[CH:13][CH:12]=2)[CH2:7][CH2:6]1)=[O:4] |f:1.2|. Reported procedure: To a solution of 4-(1-N-trifluoroacetyl-4-piperazinyl)nitrophenol (2.0 g, 6.6 mmol) in DMF/MeOH (20 mL/30 mL) was added 10% Pd/C (0.8 g). Solution was hydrogenated (45 psi) for 2 hr. Solution was filtered through Celite and the filtrate was concentrated to give the title compound (1.9 g, 100%). MS (ES) m/e 274 [M+H]+.